This data is from the Open Reaction Database (ORD), a public repository of structured organic reaction records. The task is: describe an organic reaction: reactants, conditions, products, and yield Reactants: C1CCOC1, CCOC(C)=O, Cl, [I-], [K+], O=N[O-], COC(=O)c1ccc(N)c2cc(O)ccc12, [Na+], O. Product: COC(=O)c1ccc(I)c2cc(O)ccc12. RXN SMILES: [CH2:24]1[O:25][CH2:26][CH2:27][CH2:28]1.[CH3:30][CH2:31][O:32][C:33]([CH3:34])=[O:35].[ClH:17].[I-:23].[K+:22].[N:18]([O-:19])=[O:20].[NH2:1][c:2]1[cH:3][cH:4][c:5]([C:13](=[O:14])[O:15][CH3:16])[c:6]2[cH:7][cH:8][c:9]([OH:12])[cH:10][c:11]12.[Na+:21].[OH2:29]>>[c:2]1([I:23])[cH:3][cH:4][c:5]([C:13](=[O:14])[O:15][CH3:16])[c:6]2[cH:7][cH:8][c:9]([OH:12])[cH:10][c:11]12.